Dataset: the Open Reaction Database (ORD), a public repository of structured organic reaction records. Task: describe an organic reaction: reactants, conditions, products, and yield Reactants: CC1(OC2=C(C(=CC(=C2)C(C)C)O)C=2C1=CC=NC2)C (5,5-dimethyl-10-hydroxy-8-iso-propyl-5H-[1]benzopyrano[3,4-d]pyridine), Cl.N1(CCCCC1)CCCC(=O)O (γ-piperidinobutyric acid hydrochloride), C1(CCCCC1)N=C=NC1CCCCC1 (dicyclohexyl carbodiimide). The product is Cl.CC1(OC2=C(C(=CC(=C2)C(C)C)OC(CCCN2CCCCC2)=O)C=2C1=CC=NC2)C (5,5-Dimethyl-8-iso-propyl-10-[4-(piperidino)butyryloxy]-5H-[1]benzopyrano[3,4-d]pyridine hydrochloride). RXN SMILES: [CH3:1][C:2]1([CH3:20])[C:15]2=[CH:16][CH:17]=[N:18][CH:19]=[C:14]2[C:5]2[C:6]([OH:13])=[CH:7][C:8]([CH:10]([CH3:12])[CH3:11])=[CH:9][C:4]=2[O:3]1.[ClH:21].[N:22]1([CH2:28][CH2:29][CH2:30][C:31](O)=[O:32])[CH2:27][CH2:26][CH2:25][CH2:24][CH2:23]1.C1(N=C=NC2CCCCC2)CCCCC1>>[ClH:21].[CH3:20][C:2]1([CH3:1])[C:15]2=[CH:16][CH:17]=[N:18][CH:19]=[C:14]2[C:5]2[C:6]([O:13][C:31](=[O:32])[CH2:30][CH2:29][CH2:28][N:22]3[CH2:27][CH2:26][CH2:25][CH2:24][CH2:23]3)=[CH:7][C:8]([CH:10]([CH3:12])[CH3:11])=[CH:9][C:4]=2[O:3]1 |f:1.2,4.5|. Procedure details: 5,5-Dimethyl-8-iso-propyl-10-[4-(piperidino)butyryloxy]-5H-[1]benzopyrano[3,4-d]pyridine hydrochloride is prepared according to the method of Example 29 by reacting equimolar quantities of 5,5-dimethyl-10-hydroxy-8-iso-propyl-5H-[1]benzopyrano[3,4-d]pyridine and γ-piperidinobutyric acid hydrochloride in the presence of dicyclohexyl carbodiimide. The reactants are ClCCl, O=C(O)C(F)(F)F, CC(C)(C)OC(=O)N1CCC(N=[N+]=[N-])C(O)C1. Yields the product O=C(O)C(F)(F)F, [N-]=[N+]=NC1CCNCC1O. RXN SMILES: [Cl:25][CH2:26][Cl:27].[F:18][C:19]([C:20](=[O:21])[OH:22])([F:23])[F:24].[N:1](=[N+:2]=[N-:3])[CH:4]1[CH:5]([OH:17])[CH2:6][N:7]([C:10]([O:11][C:12]([CH3:13])([CH3:14])[CH3:15])=[O:16])[CH2:8][CH2:9]1>>[F:18][C:19]([C:20](=[O:21])[OH:22])([F:23])[F:24].[N:1](=[N+:2]=[N-:3])[CH:4]1[CH:5]([OH:17])[CH2:6][NH:7][CH2:8][CH2:9]1. The product is NC1(C2(CC3=CC=C(C=C13)Br)CCC(CC2)OC)C(=O)OC (methyl 1′-amino-6′-bromo-4-methoxy-1′,3′-dihydrospiro[cyclohexane-1,2′-indene]-1′-carboxylate). Isolated yield 123.1%. Reported procedure: To a solution of methyl 6′-bromo-1′-(((S)-2-hydroxy-1-phenylethyl)amino)-4-methoxy-1′,3′-dihydrospiro[cyclohexane-1,2′-indene]-1′-carboxylate (0.0180 g, 0.03 mmol) in CH2Cl2 (3 mL) and MeOH (1.5 mL) was added Pb(OAc)4 (0.0500 g, 0.11 mmol) at 0° C. The mixture was stirred for 2 h. After the solvents were evaporated under reduced pressure, the residue was purified by reversed-phase HPLC (SunFire™ Prep C18 OBD™ 5 μm 19×50 mm column, 10%→90% MeOH/H2O, 0.1% CF3COOH over 8 min and then 90% MeOH/H2O, ... Run at time 2 hour. Reaction SMILES: [Br:1][C:2]1[CH:10]=[C:9]2[C:5]([CH2:6][C:7]3([CH2:29][CH2:28][CH:27]([O:30][CH3:31])[CH2:26][CH2:25]3)[C:8]2([NH:15][C@@H](C2C=CC=CC=2)CO)[C:11]([O:13][CH3:14])=[O:12])=[CH:4][CH:3]=1>C(Cl)Cl.CO>[NH2:15][C:8]1([C:11]([O:13][CH3:14])=[O:12])[C:9]2[C:5](=[CH:4][CH:3]=[C:2]([Br:1])[CH:10]=2)[CH2:6][C:7]21[CH2:25][CH2:26][CH:27]([O:30][CH3:31])[CH2:28][CH2:29]2. The solvent is C(Cl)Cl (CH2Cl2), CO (MeOH). Starting materials: BrC1=CC=C2CC3(C(C2=C1)(C(=O)OC)N[C@H](CO)C1=CC=CC=C1)CCC(CC3)OC (methyl 6′-bromo-1′-(((S)-2-hydroxy-1-phenylethyl)amino)-4-methoxy-1′,3′-dihydrospiro[cyclohexane-1,2′-indene]-1′-carboxylate), Pb(OAc)4. Reaction conditions: time 2 hour. Procedure details: A cross-linked polymeric leveling agent was prepared by mixing butyl acrylate (“BA”,40 wt %), acrylic acid (“AA”,10 wt %), vinyl imidazole (“VI”,40 wt %), trimethylolpropane triacrylate (“TMPTA”, l0 wt %) and a peroxide initiator (tert-amyl peroxypivalate) in a vessel cooled in an ice bath. The mixture was then pumped into a heated reactor containing iso-propanol alcohol as solvent. The reaction was controlled at 80° C. for approximately 2 hours. The iso-propanol alcohol was then removed by vacu... Reaction SMILES: [C:1]([O:5][CH2:6][CH2:7][CH2:8][CH3:9])(=[O:4])[CH:2]=[CH2:3].[C:10]([OH:14])(=[O:13])[CH:11]=[CH2:12].C(C1NC=CN=1)=C.[C:22]([OH:26])(=[O:25])[CH:23]=[CH2:24].[C:27]([OH:31])(=[O:30])[CH:28]=[CH2:29].[C:32]([OH:36])(=[O:35])[CH:33]=[CH2:34].[CH2:37]([C:39]([CH2:44][OH:45])([CH2:42][OH:43])[CH2:40][CH3:41])[OH:38]>>[C:1]([O:5][CH2:6][CH2:7][CH2:8][CH3:9])(=[O:4])[CH:2]=[CH2:3].[C:10]([OH:14])(=[O:13])[CH:11]=[CH2:12].[C:22]([OH:26])(=[O:25])[CH:23]=[CH2:24].[C:27]([OH:31])(=[O:30])[CH:28]=[CH2:29].[C:32]([OH:36])(=[O:35])[CH:33]=[CH2:34].[CH2:37]([C:39]([CH2:44][OH:45])([CH2:42][OH:43])[CH2:40][CH3:41])[OH:38] |f:3.4.5.6,7.8,9.10.11.12|. Solvent: iso-propanol alcohol. Yield: 33.0%. Reactants: peroxide, C(C=C)(=O)OCCCC (butyl acrylate), C(C=C)(=O)O (acrylic acid), C(=C)C=1NC=CN1 (vinyl imidazole), C(C=C)(=O)O.C(C=C)(=O)O.C(C=C)(=O)O.C(O)C(CC)(CO)CO (trimethylolpropane triacrylate). Product: aqueous solution, C(C=C)(=O)OCCCC.C(C=C)(=O)O (BA AA), C(C=C)(=O)O.C(C=C)(=O)O.C(C=C)(=O)O.C(O)C(CC)(CO)CO (TMPTA). The reactants are C(C)OC(=O)C=1C=NN2C1OCCC2 (6,7-dihydro-5H-pyrazolo[5,1-b][1,3]oxazine-3-carboxylic acid ethyl ester), O (water). Run in O1CCCC1 (tetrahydrofuran), C(C)O (ethanol), [OH-].[Li+] (lithium hydroxide). The product is N1=CC(=C2OCCCN21)C(=O)O (6,7-Dihydro-5H-pyrazolo[5,1-b][1,3]oxazine-3-carboxylic acid). Isolated yield 98.2%. RXN SMILES: C([O:3][C:4]([C:6]1[CH:7]=[N:8][N:9]2[CH2:14][CH2:13][CH2:12][O:11][C:10]=12)=[O:5])C.O>O1CCCC1.C(O)C.[OH-].[Li+]>[N:8]1[N:9]2[C:10]([O:11][CH2:12][CH2:13][CH2:14]2)=[C:6]([C:4]([OH:5])=[O:3])[CH:7]=1 |f:4.5|. Procedure details: A solution of 6,7-dihydro-5H-pyrazolo[5,1-b][1,3]oxazine-3-carboxylic acid ethyl ester (9.67 g, 49.3 mmol) in tetrahydrofuran (150 mL), ethanol (50 mL) and 1M of lithium hydroxide in water (148 mL, 148 mmol) was stirred at 60° C. for 2 days. After cooling, the volatiles were removed. The residue was transferred to an Erlenmeyer flask and ice was added. The reaction was acidified to pH 2 with 10M HCl. The aqueous layer was extracted several times with 3/1 chloroform/IPA. The combined organic laye... Reaction SMILES: [CH:1]([C:3]1[CH:13]=[CH:12][C:6]([CH:7]=[CH:8][C:9]([OH:11])=[O:10])=[CH:5][CH:4]=1)=[O:2].[CH3:14][O:15][C:16]1[CH:23]=[CH:22][C:19]([CH2:20]Cl)=[CH:18][CH:17]=1.C(=O)([O-])[O-].[K+].[K+]>CN(C)C=O>[CH:1]([C:3]1[CH:13]=[CH:12][C:6]([CH:7]=[CH:8][C:9]([O:11][CH2:20][C:19]2[CH:22]=[CH:23][C:16]([O:15][CH3:14])=[CH:17][CH:18]=2)=[O:10])=[CH:5][CH:4]=1)=[O:2] |f:2.3.4|. Product: C(=O)C1=CC=C(C=CC(=O)OCC2=CC=C(C=C2)OC)C=C1 (p-anisyl 4formylcinnamate). The reactants are C(=O)C1=CC=C(C=CC(=O)O)C=C1 (4-formylcinnamic acid), COC1=CC=C(CCl)C=C1 (p-methoxybenzyl chloride), C([O-])([O-])=O.[K+].[K+] (potassium carbonate). The solvent is CN(C=O)C (dimethylformamide). Procedure: A suspension of 4-formylcinnamic acid (1.76 g), p-methoxybenzyl chloride (1.63 ml) and potassium carbonate (2.76 g) in 20 ml dimethylformamide was stirred at 80° C. for 7 hours, and then allowed to cool. The reaction mixture was extracted with ethyl acetate and washed with water. The combined organic layers were dried over magnesium sulfate. The drying agent was filtered off and the filtrate was evaporated under reduced pressure and dried to give p-anisyl 4formylcinnamate of interest (2.96 g, 10... Conditions: temperature 80 celsius, time 7 hour.